From a dataset of the Open Reaction Database (ORD), a public repository of structured organic reaction records. describe an organic reaction: reactants, conditions, products, and yield The reactants are CS(=O)(=O)Cl, CN(C)c1ccncc1, Cc1c(CO)sc2c(=O)c(C(=O)NCc3ccc(Cl)cc3)cn(C)c12, CN(C)C=O, O, Cc1cc(C)nc(C)c1. Product: Cc1c(CCl)sc2c(=O)c(C(=O)NCc3ccc(Cl)cc3)cn(C)c12. Reaction SMILES: [CH3:1][S:2]([Cl:3])(=[O:4])=[O:5].[CH3:40][N:41]([c:42]1[cH:43][cH:44][n:45][cH:46][cH:47]1)[CH3:48].[Cl:6][c:7]1[cH:8][cH:9][c:10]([CH2:11][NH:12][C:13](=[O:14])[c:15]2[c:16](=[O:28])[c:17]3[c:18]([n:19]([CH3:21])[cH:20]2)[c:22]([CH3:27])[c:23]([CH2:25][OH:26])[s:24]3)[cH:29][cH:30]1.[O:49]=[CH:50][N:51]([CH3:52])[CH3:53].[OH2:54].[n:31]1[c:32]([CH3:33])[cH:34][c:35]([CH3:36])[cH:37][c:38]1[CH3:39]>>[Cl:3][CH2:25][c:23]1[c:22]([CH3:27])[c:18]2[c:17]([c:16](=[O:28])[c:15]([C:13]([NH:12][CH2:11][c:10]3[cH:9][cH:8][c:7]([Cl:6])[cH:30][cH:29]3)=[O:14])[cH:20][n:19]2[CH3:21])[s:24]1. Reactants: c1ccc(P(CCP(c2ccccc2)c2ccccc2)c2ccccc2)cc1, CCOC(=O)C1=C(C2(NC(=O)OC(C)(C)C)CC2)CN(Cc2ccccc2)C1, CO. Yields the product CCOC(=O)C1CN(Cc2ccccc2)CC1C1(NC(=O)OC(C)(C)C)CC1. As a reaction SMILES: [CH2:1]([P:2]([c:3]1[cH:4][cH:5][cH:6][cH:7][cH:8]1)[c:9]1[cH:10][cH:11][cH:12][cH:13][cH:14]1)[CH2:15][P:16]([c:17]1[cH:18][cH:19][cH:20][cH:21][cH:22]1)[c:23]1[cH:24][cH:25][cH:26][cH:27][cH:28]1.[CH2:29]([c:30]1[cH:31][cH:32][cH:33][cH:34][cH:35]1)[N:36]1[CH2:37][C:38]([C:52](=[O:53])[O:54][CH2:55][CH3:56])=[C:39]([C:41]2([NH:44][C:45](=[O:46])[O:47][C:48]([CH3:49])([CH3:50])[CH3:51])[CH2:42][CH2:43]2)[CH2:40]1.[CH3:57][OH:58]>>[CH2:29]([c:30]1[cH:31][cH:32][cH:33][cH:34][cH:35]1)[N:36]1[CH2:37][CH:38]([C:52](=[O:53])[O:54][CH2:55][CH3:56])[CH:39]([C:41]2([NH:44][C:45](=[O:46])[O:47][C:48]([CH3:49])([CH3:50])[CH3:51])[CH2:42][CH2:43]2)[CH2:40]1. Reactants: COC1=NC(=NC(=C1)OC)OC(C(=O)OCC)C(C)(C)OCC (Ethyl 2-(4,6-Dimethoxypyrimidin-2-yl)oxy-3-ethoxy-3-methylbutanoate), ( 1 ), [OH-].[Na+] (sodium hydroxide). Solvent: C(C)O (ethanol). Conditions: time 1 hour. The product is COC1=NC(=NC(=C1)OC)OC(C(=O)O)C(C)(C)OCC (2-(4,6-Dimethoxypyrimidin-2-yl)oxy-3-ethoxy-3-methylbutanoic Acid). Isolated yield 84.9%. RXN SMILES: [CH3:1][O:2][C:3]1[CH:8]=[C:7]([O:9][CH3:10])[N:6]=[C:5]([O:11][CH:12]([C:18]([O:21][CH2:22][CH3:23])([CH3:20])[CH3:19])[C:13]([O:15]CC)=[O:14])[N:4]=1.[OH-].[Na+]>C(O)C>[CH3:10][O:9][C:7]1[CH:8]=[C:3]([O:2][CH3:1])[N:4]=[C:5]([O:11][CH:12]([C:18]([O:21][CH2:22][CH3:23])([CH3:19])[CH3:20])[C:13]([OH:15])=[O:14])[N:6]=1 |f:1.2|. Reported procedure: That is, to Compound 50 (32.8 g, 0.1 mol) prepared in the above (1) dissolved in ethanol (100 ml) was added 5N sodium hydroxide (40 ml), and the mixture was stirred for one hour. Subsequently, ethanol was removed under reduced pressure, 5N hydrochloric acid (50 ml) was added to the residue obtained, and the residue was extracted with chloroform. The chloroform layer was washed with water and dried, and then chloroform was removed under reduced pressure to obtain 25.5 g (yield: 85.0%) of the titl... Product: C(#N)C1=C(C(=C(C(=O)O)C=C1)O)C (4-cyano-2-hydroxy-3-methylbenzoic acid). As a reaction SMILES: [CH:1]([C:3]1[CH:10]=[CH:9][C:6]([C:7]#[N:8])=[C:5]([CH3:11])[C:4]=1[OH:12])=[O:2].P([O-])(O)(O)=[O:14].[Na+].Cl([O-])=O.[Na+].C(=O)([O-])[O-].[Na+].[Na+]>CS(C)=O>[C:7]([C:6]1[CH:9]=[CH:10][C:3]([C:1]([OH:14])=[O:2])=[C:4]([OH:12])[C:5]=1[CH3:11])#[N:8] |f:1.2,3.4,5.6.7|. Run in CS(=O)C (DMSO). Reaction conditions: temperature 17 celsius, time 16 hour. Starting materials: C(=O)C1=C(C(=C(C#N)C=C1)C)O (4-formyl-3-hydroxy-2-methylbenzonitrile), P(=O)(O)(O)[O-].[Na+] (sodium dihydrogenphosphate), C([O-])([O-])=O.[Na+].[Na+] (sodium carbonate), Cl(=O)[O-].[Na+] (sodium chlorite). Procedure: To a solution of 4-formyl-3-hydroxy-2-methylbenzonitrile (3.90 g) in DMSO (21.0 mL) were added sodium dihydrogenphosphate (7.26 g) and an aqueous solution (16.0 mL) of sodium chlorite (5.46 g) under ice-cooling, and the mixture was stirred at 17° C. for 16 hr. The reaction mixture was poured into saturated aqueous sodium carbonate solution, and the mixture was extracted with tert-butyl methyl ether. The aqueous layer was acidified with 1N hydrochloric acid, and the mixture was extracted with eth... The yield is 93.3%. Reactants: [Br-], C=CCCC(C1CCOCC1)C(C#N)P(=O)(OCC)OCC, CC(=O)O, CCCC[N+](CCCC)(CCCC)CCCC, ClCCl, [K+], O=[Mn](=O)(=O)[O-], [Na+], O, O=S([O-])O. Product: CCOP(=O)(OCC)C(C#N)C(CCC(=O)O)C1CCOCC1. RXN SMILES: [Br-:42].[CH2:1]([CH3:2])[O:3][P:4]([O:5][CH2:6][CH3:7])(=[O:8])[CH:9]([CH:10]([CH2:11][CH2:12][CH:13]=[CH2:14])[CH:15]1[CH2:16][CH2:17][O:18][CH2:19][CH2:20]1)[C:21]#[N:22].[CH3:38][C:39](=[O:40])[OH:41].[CH3:43][CH2:44][CH2:45][CH2:46][N+:47]([CH2:48][CH2:49][CH2:50][CH3:51])([CH2:52][CH2:53][CH2:54][CH3:55])[CH2:56][CH2:57][CH2:58][CH3:59].[Cl:35][CH2:36][Cl:37].[K+:28].[Mn:23](=[O:24])([O-:25])(=[O:26])=[O:27].[Na+:33].[OH2:34].[S:29](=[O:30])([OH:31])[O-:32]>>[CH2:1]([CH3:2])[O:3][P:4]([O:5][CH2:6][CH3:7])(=[O:8])[CH:9]([CH:10]([CH2:11][CH2:12][C:13]([OH:24])=[O:34])[CH:15]1[CH2:16][CH2:17][O:18][CH2:19][CH2:20]1)[C:21]#[N:22]. The reactants are COC(C(F)(F)F)=O (Methyltrifluoroacetate), ice, N(CCO)CCO (2,2′-iminodiethanol). Solvent: C1CCOC1 (THF). Yields the product FC(C(=O)N(CCO)CCO)(F)F (Trifluoro-N,N-bis-(2-hydroxy-ethyl)-acetamide). As a reaction SMILES: CO[C:3](=[O:8])[C:4]([F:7])([F:6])[F:5].[NH:9]([CH2:13][CH2:14][OH:15])[CH2:10][CH2:11][OH:12]>C1COCC1>[F:7][C:4]([F:5])([F:6])[C:3]([N:9]([CH2:13][CH2:14][OH:15])[CH2:10][CH2:11][OH:12])=[O:8]. Reported procedure: Methyltrifluoroacetate (25 g, 195.3 mmol) was added drop wise to an ice cooled stirred solution of 2,2′-iminodiethanol (20.5 g, 195 mmol) in anhydrous THF (100 mL). The reaction mixture was allowed to warm to ambient temperature naturally and stirred over night at ambient temperature. The solvent was evaporated via rotary evaporation to yield the title compound as a clear oil. Starting materials: C1(=CC=CC=C1)NC1=NC=CC(=N1)C1=CC=C(C=C1)C(F)(F)F (N-phenyl-4-[4-(trifluoromethyl)phenyl]pyrimidin-2-amine), ClS(=O)(=O)O (chlorosulfonic acid), O (water). Product: FC(C1=CC=C(C=C1)C1=NC(=NC=C1)NC1=CC=C(C=C1)S(=O)(=O)Cl)(F)F (4-({4-[4-(trifluoromethyl)phenyl]pyrimidin-2-yl}amino)benzenesulfonyl chloride). As a reaction SMILES: [C:1]1([NH:7][C:8]2[N:13]=[C:12]([C:14]3[CH:19]=[CH:18][C:17]([C:20]([F:23])([F:22])[F:21])=[CH:16][CH:15]=3)[CH:11]=[CH:10][N:9]=2)[CH:6]=[CH:5][CH:4]=[CH:3][CH:2]=1.O.[Cl:25][S:26](O)(=[O:28])=[O:27]>>[F:21][C:20]([F:23])([F:22])[C:17]1[CH:18]=[CH:19][C:14]([C:12]2[CH:11]=[CH:10][N:9]=[C:8]([NH:7][C:1]3[CH:2]=[CH:3][C:4]([S:26]([Cl:25])(=[O:28])=[O:27])=[CH:5][CH:6]=3)[N:13]=2)=[CH:15][CH:16]=1. Procedure details: A solution of N-phenyl-4-[4-(trifluoromethyl)phenyl]pyrimidin-2-amine (0.16 g, 0.5 mmol) in 1.5 ml of chlorosulfonic acid is stirred at 65 to 70° C. for 1 hr. It is then cooled to room temperature, and added slowly to a stirred mixture of ice and water. The resulting suspension is filtered, and the precipitate is washed with water and then dried in vacuo to give 0.24 g of a yellow solid; mp 186-188° C.; HRMS: calcd for C17H11ClF3N3O2S, 413.0213; found (ESI-FTMS, [M+H]1+), 414.02984.